Dataset: the Open Reaction Database (ORD), a public repository of structured organic reaction records. Task: describe an organic reaction: reactants, conditions, products, and yield Reactants: CC(=O)OC1(C#N)CC2(C)C=CC1(C)O2, C[O-], CO, [Na+]. Product: CC12C=CC(C)(O1)C(=O)C2. As a reaction SMILES: [C:1]([C:3]1([O:12][C:2](=[O:13])[CH3:14])[C:4]2([CH3:11])[CH:5]=[CH:6][C:7]([CH3:10])([CH2:8]1)[O:9]2)#[N:15].[CH3:16][O-:17].[CH3:19][OH:20].[Na+:18]>>[C:3]1(=[O:12])[C:4]2([CH3:11])[CH:5]=[CH:6][C:7]([CH3:10])([CH2:8]1)[O:9]2. Starting materials: C=O, C1COCCO1, C1COCCN1, CC(=O)O, [Na+], [OH-], O=c1[nH]nc(-c2ccncc2)cc1-c1cc2ccccc2[nH]1. Yields the product O=c1[nH]nc(-c2ccncc2)cc1-c1[nH]c2ccccc2c1CN1CCOCC1. As a reaction SMILES: [CH2:1]=[O:2].[CH2:37]1[O:38][CH2:39][CH2:40][O:41][CH2:42]1.[CH2:3]1[CH2:4][O:5][CH2:6][CH2:7][NH:8]1.[CH3:33][C:34](=[O:35])[OH:36].[Na+:32].[OH-:31].[nH:9]1[c:10](-[c:18]2[c:19](=[O:30])[nH:20][n:21][c:22](-[c:24]3[cH:25][cH:26][n:27][cH:28][cH:29]3)[cH:23]2)[cH:11][c:12]2[cH:13][cH:14][cH:15][cH:16][c:17]12>>[CH2:1]([N:8]1[CH2:3][CH2:4][O:5][CH2:6][CH2:7]1)[c:11]1[c:10](-[c:18]2[c:19](=[O:30])[nH:20][n:21][c:22](-[c:24]3[cH:25][cH:26][n:27][cH:28][cH:29]3)[cH:23]2)[nH:9][c:17]2[c:12]1[cH:13][cH:14][cH:15][cH:16]2. Reactants: C12NC(C(C=C1)C2)=O (2-azabicyclo[2.2.1]hept-5-en-3-one), N=1ON=C2C1C=CC(=C2)C(=O)Cl ([2,1,3]-benzoxadiazole-5-carbonylchloride), S(O)(O)(=O)=O (sulfuric acid), O (Water). Reagents/catalysts: [Pd] (Pd/C). Run in C1CCOC1 (THF), ClCCl (dichloromethane), ClCCl (dichloromethane). Reaction conditions: time 18 hour. The product is C12N(CC(CC1)C2)C(=O)C2=CC=1C(=NON1)C=C2 (2-Azabicyclo[2.2.1]hept-2-yl([2,1,3]-benzoxadiazol-5-yl)methanone). As a reaction SMILES: [CH:1]12[CH2:7][CH:4]([CH:5]=[CH:6]1)[C:3](=O)[NH:2]2.[N:9]1[O:10][N:11]=[C:12]2[CH:17]=[C:16]([C:18](Cl)=[O:19])[CH:15]=[CH:14][C:13]=12.O.S(=O)(=O)(O)O>C1COCC1.ClCCl.[Pd]>[CH:1]12[CH2:7][CH:4]([CH2:5][CH2:6]1)[CH2:3][N:2]2[C:18]([C:16]1[CH:15]=[CH:14][C:13]2=[N:9][O:10][N:11]=[C:12]2[CH:17]=1)=[O:19]. Reported procedure: 10% Pd/C (0.25 g) was added to a solution of 2-azabicyclo[2.2.1]hept-5-en-3-one in THF (30 ml) and dichloromethane (30 ml) and the mixture hydrogenated at room temperature for 18 h. The solids were filtered off, the solvent evaporated under vacuum, the residue dissolved in THF (60 ml) and lithium aluminum hydride (2 g) added slowly. The mixture was refluxed for 1 h and cooled to +5° C. before adding hexane (60 ml) and concentrated sodium hydroxide solution (4 ml). Celite (2 g) was added and the ... Starting materials: CC(C)(C)OC(=O)N1CCC(F)(F)C(CN=[N+]=[N-])C1, CCOC(C)=O. Yields the product CC(C)(C)OC(=O)N1CCC(F)(F)C(CN)C1. Reaction SMILES: [C:1]([CH3:2])([CH3:3])([CH3:4])[O:5][C:6](=[O:7])[N:8]1[CH2:9][CH:10]([CH2:16][N:17]=[N+:18]=[N-:19])[C:11]([F:14])([F:15])[CH2:12][CH2:13]1.[CH3:20][CH2:21][O:22][C:23]([CH3:24])=[O:25]>>[C:1]([CH3:2])([CH3:3])([CH3:4])[O:5][C:6](=[O:7])[N:8]1[CH2:9][CH:10]([CH2:16][NH2:17])[C:11]([F:14])([F:15])[CH2:12][CH2:13]1.